From a dataset of the Open Reaction Database (ORD), a public repository of structured organic reaction records. describe an organic reaction: reactants, conditions, products, and yield Reactants: Cl, [Na+], [OH-], COC(=O)c1cccc(CC2CCCC=C2c2nc(-c3ccccc3)c(-c3ccccc3)o2)c1C. Yields the product Cc1c(CC2CCCC=C2c2nc(-c3ccccc3)c(-c3ccccc3)o2)cccc1C(=O)O. As a reaction SMILES: [ClH:38].[Na+:37].[OH-:36].[c:1]1(-[c:7]2[n:8][c:9]([C:18]3=[CH:23][CH2:22][CH2:21][CH2:20][CH:19]3[CH2:24][c:25]3[c:26]([CH3:35])[c:27]([C:28](=[O:29])[O:30][CH3:31])[cH:32][cH:33][cH:34]3)[o:10][c:11]2-[c:12]2[cH:13][cH:14][cH:15][cH:16][cH:17]2)[cH:2][cH:3][cH:4][cH:5][cH:6]1>>[c:1]1(-[c:7]2[n:8][c:9]([C:18]3=[CH:23][CH2:22][CH2:21][CH2:20][CH:19]3[CH2:24][c:25]3[c:26]([CH3:35])[c:27]([C:28](=[O:29])[OH:30])[cH:32][cH:33][cH:34]3)[o:10][c:11]2-[c:12]2[cH:13][cH:14][cH:15][cH:16][cH:17]2)[cH:2][cH:3][cH:4][cH:5][cH:6]1.